Dataset: the Open Reaction Database (ORD), a public repository of structured organic reaction records. Task: describe an organic reaction: reactants, conditions, products, and yield Reactants: CC(C)(C)OC(=O)CC1CC(CO)OC(C)(C)O1, CCOC(C)=O, CO, CCCCCC, Cl, [Na+], [OH-], O. The product is CC1(C)OC(CO)CC(CC(=O)O)O1. Reaction SMILES: [C:1]([CH3:2])([CH3:3])([CH3:4])[O:5][C:6]([CH2:7][CH:8]1[O:9][C:10]([CH3:16])([CH3:17])[O:11][CH:12]([CH2:14][OH:15])[CH2:13]1)=[O:18].[C:30]([O:31][CH2:32][CH3:33])(=[O:34])[CH3:35].[CH3:19][OH:20].[CH3:24][CH2:25][CH2:26][CH2:27][CH2:28][CH3:29].[ClH:23].[Na+:22].[OH-:21].[OH2:36]>>[O:5]=[C:6]([CH2:7][CH:8]1[O:9][C:10]([CH3:16])([CH3:17])[O:11][CH:12]([CH2:14][OH:15])[CH2:13]1)[OH:18]. Starting materials: BrC=1C=CC(=C(C1)CC(=O)O)Cl (5-Bromo-2-chlorophenylacetic acid), C(C(=O)Cl)(=O)Cl (oxalyl chloride). The reagents and catalysts are CN(C=O)C (N,N-dimethylformamide). Run in ClCCl (dichloromethane). Run at time 8 hour. The product is BrC=1C=CC(=C(C1)CC(=O)Cl)Cl (5-bromo-2-chlorophenylacetyl chloride). Reaction SMILES: [Br:1][C:2]1[CH:3]=[CH:4][C:5]([Cl:12])=[C:6]([CH2:8][C:9](O)=[O:10])[CH:7]=1.C(Cl)(=O)C([Cl:16])=O>ClCCl.CN(C)C=O>[Br:1][C:2]1[CH:3]=[CH:4][C:5]([Cl:12])=[C:6]([CH2:8][C:9]([Cl:16])=[O:10])[CH:7]=1. Reported procedure: 5-Bromo-2-chlorophenylacetic acid (2.0 g) obtained in Reference Example 125-(3) was dissolved in dichloromethane (40 ml), and thereto were added oxalyl chloride (0.77 ml) and N,N-dimethylformamide (one drop) at 0° C. The mixture was stirred at room temperature overnight. The solvent was evaporated under reduced pressure to give 5-bromo-2-chlorophenylacetyl chloride, which was used in the subsequent step without further purification. (2) A solution of potassium t-butoxide (1.35 g) in tetrahydrofu... As a reaction SMILES: [Cl:1][c:2]1[cH:3][cH:4][c:5]([N:8]([c:9]2[cH:10][cH:11][cH:12][c:13]3[c:14]2[n:15]([CH3:19])[c:16](=[O:18])[nH:17]3)[CH:20]([CH3:21])[CH3:22])[cH:6][cH:7]1.[P:23]([Cl:24])([Cl:25])([Cl:26])=[O:27]>>[Cl:1][c:2]1[cH:3][cH:4][c:5]([N:8]([c:9]2[cH:10][cH:11][cH:12][c:13]3[c:14]2[n:15]([CH3:19])[c:16]([Cl:25])[n:17]3)[CH:20]([CH3:21])[CH3:22])[cH:6][cH:7]1. The product is CC(C)N(c1ccc(Cl)cc1)c1cccc2nc(Cl)n(C)c12. Starting materials: CC(C)N(c1ccc(Cl)cc1)c1cccc2[nH]c(=O)n(C)c12, O=P(Cl)(Cl)Cl. The reactants are O.NC1=NC(=NC(=C1)O)S (4-amino-6-hydroxy-2-mercaptopyrimidine monohydrate), [OH-].[Na+] (sodium hydroxide), FC1=C(CBr)C=CC=C1F (2,3-difluorobenzyl bromide). The solvent is O (water), O1CCCC1 (tetrahydrofuran), O (water). Reaction conditions: temperature 20 celsius, time 3.5 hour. Product: NC1=CC(=NC(=N1)SCC1=C(C(=CC=C1)F)F)O (6-amino-2-[[(2,3-difluorophenyl)methyl]thio]-4-pyrimidinol). Isolated yield 94.4%. RXN SMILES: O.[NH2:2][C:3]1[CH:8]=[C:7]([OH:9])[N:6]=[C:5]([SH:10])[N:4]=1.[OH-].[Na+].[F:13][C:14]1[C:21]([F:22])=[CH:20][CH:19]=[CH:18][C:15]=1[CH2:16]Br>O.O1CCCC1>[NH2:2][C:3]1[N:4]=[C:5]([S:10][CH2:16][C:15]2[CH:18]=[CH:19][CH:20]=[C:21]([F:22])[C:14]=2[F:13])[N:6]=[C:7]([OH:9])[CH:8]=1 |f:0.1,2.3|. Reported procedure: To a stirred suspension of 4-amino-6-hydroxy-2-mercaptopyrimidine monohydrate (67.7 g) in a mixture of water (920 ml) and tetrahydrofuran (300 ml) was added aqueous sodium hydroxide solution (46-48% w/w; 24 ml) followed by water (40 ml). The resulting hazy, pale yellow solution was cooled to 20° C. before adding 2,3-difluorobenzyl bromide (83.0 g) uniformly over 25 minutes, to yield a white precipitate. The mixture was stirred at ambient temperature for 3.5 hours, the product collected and washe... The reactants are O=C(O)c1cc(Br)ccc1O, CCO, O=S(=O)(O)O. Yields the product CCOC(=O)c1cc(Br)ccc1O. As a reaction SMILES: [Br:1][c:2]1[cH:3][cH:4][c:5]([OH:11])[c:6]([C:7](=[O:8])[OH:9])[cH:10]1.[CH2:17]([CH3:18])[OH:19].[S:12](=[O:13])(=[O:14])([OH:15])[OH:16]>>[Br:1][c:2]1[cH:3][cH:4][c:5]([OH:11])[c:6]([C:7]([O:8][CH2:17][CH3:18])=[O:9])[cH:10]1.